This data is from the Open Reaction Database (ORD), a public repository of structured organic reaction records. The task is: describe an organic reaction: reactants, conditions, products, and yield Reactants: C(CCC)C=1N(C(N(N1)C1=C(C=CC=C1)CO)=O)CC1=CC=C(C=C1)C1=C(C=CC=C1)C1=NN=NN1C(C1=CC=CC=C1)(C1=CC=CC=C1)C1=CC=CC=C1 (5-n-butyl-2,4-dihydro-2-[2-(hydroxymethyl)phenyl]-4-[[2'-(N-trityltetrazol-5-yl)biphenyl-4-yl]methyl]-3H-1,2,4-triazol-3-one), C(C)(=O)O (acetic acid), O (H2O), C(Cl)Cl (CH2Cl2). Solvent: CO (MeOH). Conditions: temperature 60 celsius, time 8 hour. The product is C(C)(=O)OCC1=C(C=CC=C1)N1N=C(N(C1=O)CC1=CC=C(C=C1)C1=C(C=CC=C1)C1=NN=NN1)CCCC (2-[2-(Acetoxymethyl)phenyl]-5-n-butyl-2,4-dihydro-4-[[2'-(5-tetrazoly)biphenyl-4-yl]-methyl]-3H-1,2,4,-triazol-3-one), Cl.C(CCCC)(OCC)=N (ethyl valerimidate hydrochloride). As a reaction SMILES: [CH2:1]([C:5]1[N:6]([CH2:19][C:20]2[CH:25]=[CH:24][C:23]([C:26]3[CH:31]=[CH:30][CH:29]=[CH:28][C:27]=3[C:32]3[N:36]([C:37]([C:50]4[CH:55]=[CH:54][CH:53]=CC=4)(C4C=CC=CC=4)C4C=CC=CC=4)[N:35]=[N:34][N:33]=3)=[CH:22][CH:21]=2)[C:7](=[O:18])[N:8]([C:10]2[CH:15]=[CH:14][CH:13]=[CH:12][C:11]=2[CH2:16][OH:17])[N:9]=1)[CH2:2][CH2:3][CH3:4].[C:56](O)(=[O:58])[CH3:57].O.C(Cl)[Cl:62]>CO>[C:56]([O:17][CH2:16][C:11]1[CH:12]=[CH:13][CH:14]=[CH:15][C:10]=1[N:8]1[C:7](=[O:18])[N:6]([CH2:19][C:20]2[CH:21]=[CH:22][C:23]([C:26]3[CH:31]=[CH:30][CH:29]=[CH:28][C:27]=3[C:32]3[NH:33][N:34]=[N:35][N:36]=3)=[CH:24][CH:25]=2)[C:5]([CH2:1][CH2:2][CH2:3][CH3:4])=[N:9]1)(=[O:58])[CH3:57].[ClH:62].[C:37](=[NH:36])([O:58][CH2:56][CH3:57])[CH2:50][CH2:55][CH2:54][CH3:53] |f:6.7|. Procedure details: A mixture of 35 mg (0.0484 mmole) of 5-n-butyl-2,4-dihydro-2-[2-(hydroxymethyl)phenyl]-4-[[2'-(N-trityltetrazol-5-yl)biphenyl-4-yl]methyl]-3H-1,2,4-triazol-3-one, 0.5 mL of glacial acetic acid, and 0.25 mL of H2O was stirred at 60° C. overnight, TLC in 90:10 CH2Cl2 --MeOH showed two products at Rf <0.25. After cooling to room temperature, solvents were evaporated and the residue flash chromatographed over silica gel (gradient elution with 4-10% methanol in CH2Cl2) to give 7 mg of product B (the ... Starting materials: CC(=O)O, Nc1c(Cl)cc([N+](=O)[O-])cc1Cl, [I-], [K+], O=N[O-], NC(N)=O, [Na+], O, O=S(=O)(O)O. Product: O=[N+]([O-])c1cc(Cl)c(I)c(Cl)c1. Reaction SMILES: [CH3:23][C:24](=[O:25])[OH:26].[Cl:1][c:2]1[c:3]([NH2:4])[c:5]([Cl:12])[cH:6][c:7]([N+:9](=[O:10])[O-:11])[cH:8]1.[I-:22].[K+:21].[N:13]([O-:14])=[O:15].[NH2:17][C:18](=[O:19])[NH2:20].[Na+:16].[OH2:32].[S:27](=[O:28])(=[O:29])([OH:30])[OH:31]>>[Cl:1][c:2]1[c:3]([I:22])[c:5]([Cl:12])[cH:6][c:7]([N+:9](=[O:10])[O-:11])[cH:8]1. Starting materials: N1=C(C(=CC2=CC=CC=C12)C(=O)OCC)C(=O)OCC (diethyl 2,3-quinolinedicarboxylate), [OH-].[Na+] (sodium hydroxide). The solvent is C(C)O (ethanol), O (water). Product: N1=C(C(=CC2=CC=CC=C12)C(=O)O)C(=O)O (2,3-quinolinedicarboxylic acid), trihydrate. RXN SMILES: [N:1]1[C:10]2[C:5](=[CH:6][CH:7]=[CH:8][CH:9]=2)[CH:4]=[C:3]([C:11]([O:13]CC)=[O:12])[C:2]=1[C:16]([O:18]CC)=[O:17].[OH-].[Na+]>C(O)C.O>[N:1]1[C:10]2[C:5](=[CH:6][CH:7]=[CH:8][CH:9]=2)[CH:4]=[C:3]([C:11]([OH:13])=[O:12])[C:2]=1[C:16]([OH:18])=[O:17] |f:1.2|. Procedure details: To a solution of diethyl 2,3-quinolinedicarboxylate (0.162 mol) in ethanol (150 mL) is added a solution of sodium hydroxide (0.50 mol) in water (400 mL). The mixture is heated at reflux for five hours, and the ethanol then removed by distillation at atmospheric pressure. The solution is cooled in an ice bath, diluted with water (100 mL), and acidified with concentrated hydrochloric acid, added in small increments. The precipitate is filtered, washed with water, and air dried to afford the desire... The reactants are C(CCC)[Li] (butyllithium), C(CCCCCCCC)C1=CC=C(C=O)C=C1 (4-nonylbenzaldehyde), [Br-].C(CCCC)[P+](C1=CC=CC=C1)(C1=CC=CC=C1)C1=CC=CC=C1 (pentyltriphenylphosphonium bromide). Solvent: CCCCCC (hexane), O1CCCC1 (tetrahydrofuran), O1CCCC1 (tetrahydrofuran). Reaction conditions: time 30 minute. Product: C(CCCCCCCC)C1=CC=C(C=C1)C=CCCCC (1-(4-nonylphenyl)-hex-1-ene). RXN SMILES: [Br-].[CH2:2]([P+](C1C=CC=CC=1)(C1C=CC=CC=1)C1C=CC=CC=1)[CH2:3][CH2:4][CH2:5][CH3:6].C([Li])CCC.[CH2:31]([C:40]1[CH:47]=[CH:46][C:43]([CH:44]=O)=[CH:42][CH:41]=1)[CH2:32][CH2:33][CH2:34][CH2:35][CH2:36][CH2:37][CH2:38][CH3:39]>O1CCCC1.CCCCCC>[CH2:31]([C:40]1[CH:47]=[CH:46][C:43]([CH:44]=[CH:2][CH2:3][CH2:4][CH2:5][CH3:6])=[CH:42][CH:41]=1)[CH2:32][CH2:33][CH2:34][CH2:35][CH2:36][CH2:37][CH2:38][CH3:39] |f:0.1|. Procedure: A suspension of 13.9 g of pentyltriphenylphosphonium bromide in 150 ml of tetrahydrofuran is cooled to -20° under argon, 21.2 ml of 1.6M butyllithium solution in hexane are added within a period of 5 minutes and the whole is stirred for a further 30 minutes at 0°-10°. 6 g of 4-nonylbenzaldehyde in 40 ml of tetrahydrofuran are added dropwise over a period of 30 minutes to the mixture, which has been cooled to from -60° to -70°. The reaction mixture is allowed to warm spontaneously to 0°-10°, stir... Reported procedure: Starting from 4-(2-cyclopropylmethoxy-5-methyl-phenyl)-5H-pyrrolo[3,2-d]pyrimidine-7-carboxylic acid (example A83) and trans-(4-amino-cyclohexyl)-carbamic acid tert-butyl ester the title compound is obtained as colorless solid. As a reaction SMILES: [CH:1]1([CH2:4][O:5][C:6]2[CH:11]=[CH:10][C:9]([CH3:12])=[CH:8][C:7]=2[C:13]2[C:14]3[NH:21][CH:20]=[C:19]([C:22]([OH:24])=O)[C:15]=3[N:16]=[CH:17][N:18]=2)[CH2:3][CH2:2]1.[C:25]([O:29][C:30](=[O:39])[NH:31][C@H:32]1[CH2:37][CH2:36][C@H:35]([NH2:38])[CH2:34][CH2:33]1)([CH3:28])([CH3:27])[CH3:26]>>[C:25]([O:29][C:30](=[O:39])[NH:31][C@H:32]1[CH2:33][CH2:34][C@H:35]([NH:38][C:22]([C:19]2[C:15]3[N:16]=[CH:17][N:18]=[C:13]([C:7]4[CH:8]=[C:9]([CH3:12])[CH:10]=[CH:11][C:6]=4[O:5][CH2:4][CH:1]4[CH2:2][CH2:3]4)[C:14]=3[NH:21][CH:20]=2)=[O:24])[CH2:36][CH2:37]1)([CH3:28])([CH3:26])[CH3:27]. Reactants: C1(CC1)COC1=C(C=C(C=C1)C)C=1C2=C(N=CN1)C(=CN2)C(=O)O (4-(2-cyclopropylmethoxy-5-methyl-phenyl)-5H-pyrrolo[3,2-d]pyrimidine-7-carboxylic acid), C(C)(C)(C)OC(N[C@@H]1CC[C@H](CC1)N)=O (trans-(4-amino-cyclohexyl)-carbamic acid tert-butyl ester). The product is C(C)(C)(C)OC(N[C@@H]1CC[C@H](CC1)NC(=O)C1=CNC2=C1N=CN=C2C2=C(C=CC(=C2)C)OCC2CC2)=O (trans-(4-{[4-(2-Cyclopropylmethoxy-5-methyl-phenyl)-5H-pyrrolo[3,2-d]pyrimidine-7-carbonyl]-amino}-cyclohexyl)-carbamic acid tert-butyl ester). The reactants are ClC1=CC=C(C(=O)C=2C(=C(C=CC2)CCC(=O)O)OC)C=C1 (3-(3'-p-chlorobenzoyl-2'-methoxy-phenyl)-propionic acid), S(=O)(Cl)Cl (thionyl chloride). Yields the product ClC1=CC=C(C(=O)C=2C(=C(C=CC2)CCC(=O)Cl)OC)C=C1 (3-(3'-p-chlorobenzoyl-2'-methoxy-phenyl)-propionyl chloride). RXN SMILES: [Cl:1][C:2]1[CH:22]=[CH:21][C:5]([C:6]([C:8]2[C:9]([O:19][CH3:20])=[C:10]([CH2:14][CH2:15][C:16](O)=[O:17])[CH:11]=[CH:12][CH:13]=2)=[O:7])=[CH:4][CH:3]=1.S(Cl)([Cl:25])=O>>[Cl:1][C:2]1[CH:22]=[CH:21][C:5]([C:6]([C:8]2[C:9]([O:19][CH3:20])=[C:10]([CH2:14][CH2:15][C:16]([Cl:25])=[O:17])[CH:11]=[CH:12][CH:13]=2)=[O:7])=[CH:4][CH:3]=1. Procedure details: A solution of 5.1 g of 3-(3'-p-chlorobenzoyl-2'-methoxy-phenyl)-propionic acid in 25 ml of thionyl chloride was refluxed for 21/2 hours and the excess thionyl chloride was distilled off. The residue was taken up in benzene and was evaporated to dryness to obtain 5.6 g of 3-(3'-p-chlorobenzoyl-2'-methoxy-phenyl)-propionyl chloride which was used as is for the next step.